From a dataset of the Open Reaction Database (ORD), a public repository of structured organic reaction records. describe an organic reaction: reactants, conditions, products, and yield Reactants: C(C)S(=O)(=O)N[C@H](CC1=CC=CC=C1)C(=O)N1[C@H](C(=O)OCC2=CC=CC=C2)CCC1 (EtSO2—D—Phe—Pro—OBn). Reagents/catalysts: [Pd] (Pd/C). Solvent: C(C)(=O)OCC (ethyl acetate). Conditions: time 16 hour. Yields the product C(C)S(=O)(=O)N[C@H](CC1=CC=CC=C1)C(=O)N1[C@H](C(=O)O)CCC1 (EtSO2—D—Phe—Pro—OH). Isolated yield 97.0%. Reaction SMILES: [CH2:1]([S:3]([NH:6][C@@H:7]([C:15]([N:17]1[CH2:31][CH2:30][CH2:29][C@H:18]1[C:19]([O:21]CC1C=CC=CC=1)=[O:20])=[O:16])[CH2:8][C:9]1[CH:14]=[CH:13][CH:12]=[CH:11][CH:10]=1)(=[O:5])=[O:4])[CH3:2]>C(OCC)(=O)C.[Pd]>[CH2:1]([S:3]([NH:6][C@@H:7]([C:15]([N:17]1[CH2:31][CH2:30][CH2:29][C@H:18]1[C:19]([OH:21])=[O:20])=[O:16])[CH2:8][C:9]1[CH:14]=[CH:13][CH:12]=[CH:11][CH:10]=1)(=[O:5])=[O:4])[CH3:2]. Procedure: To a solution of EtSO2—D—Phe—Pro—OBn (28.5 g, 64 mmol) in ethyl acetate (500 mL) was added 10% Pd/C (5 g). The vessel was evacuated and placed under an atmosphere of hydrogen. After stirring for 16 h, the solution was filtered over diatomaceous earth, and the filter pad was then washed twice with methanol and filtered. The combined filtrates were concentrated in vacuo to give 22 g (97%) of off-white solid.